The task is: describe an organic reaction: reactants, conditions, products, and yield. This data is from the Open Reaction Database (ORD), a public repository of structured organic reaction records. Starting materials: C(C)NC(=O)NC1=CC=C(C=C1)C=1N=C(C2=C(N1)CNCC2)N2[C@H](COCC2)C ((S)-1-ethyl-3-(4-(4-(3-methylmorpholino)-5,6,7,8-tetrahydropyrido[3,4-d]pyrimidin-2-yl)phenyl)urea), C(#N)C=1C(=NC=CC1)Cl (3-cyano-2-chloropyridine). The product is C(#N)C=1C(=NC=CC1)N1CC=2N=C(N=C(C2CC1)N1[C@H](COCC1)C)C1=CC=C(C=C1)NC(=O)NCC ((S)-1-(4-(7-(3-cyanopyridin-2-yl)-4-(3-methylmorpholino)-5,6,7,8-tetrahydropyrido[3,4-d]pyrimidin-2-yl)phenyl)-3-ethylurea). Procedure details: Compound eh was prepared according to the procedure described in Example 2 by reacting (S)-1-ethyl-3-(4-(4-(3-methylmorpholino)-5,6,7,8-tetrahydropyrido[3,4-d]pyrimidin-2-yl)phenyl)urea with 3-cyano-2-chloropyridine. LC-MS: m/z=+499 (M+H)−. RXN SMILES: [CH2:1]([NH:3][C:4]([NH:6][C:7]1[CH:12]=[CH:11][C:10]([C:13]2[N:14]=[C:15]([N:23]3[CH2:28][CH2:27][O:26][CH2:25][C@@H:24]3[CH3:29])[C:16]3[CH2:22][CH2:21][NH:20][CH2:19][C:17]=3[N:18]=2)=[CH:9][CH:8]=1)=[O:5])[CH3:2].[C:30]([C:32]1[C:33](Cl)=[N:34][CH:35]=[CH:36][CH:37]=1)#[N:31]>>[C:30]([C:32]1[C:33]([N:20]2[CH2:21][CH2:22][C:16]3[C:15]([N:23]4[CH2:28][CH2:27][O:26][CH2:25][C@@H:24]4[CH3:29])=[N:14][C:13]([C:10]4[CH:9]=[CH:8][C:7]([NH:6][C:4]([NH:3][CH2:1][CH3:2])=[O:5])=[CH:12][CH:11]=4)=[N:18][C:17]=3[CH2:19]2)=[N:34][CH:35]=[CH:36][CH:37]=1)#[N:31].